Dataset: the Open Reaction Database (ORD), a public repository of structured organic reaction records. Task: describe an organic reaction: reactants, conditions, products, and yield Starting materials: Br.N=C1SC=C(N1)C(C(=O)NC1[C@@H]2N(C(=C(CS2)CSC2=NN=NN2C)C(=O)O)C1=O)=NO (7-[2-(2-imino-4-thiazolin-4-yl)-2-hydroxyimino-acetamido]-3-(1-methyl-1H-tetrazol-5-yl)thiomethyl-3-cephem-4-carboxylic acid hydrobromide), C(O)([O-])=O.[Na+] (sodium hydrogen carbonate). The solvent is O (water), O (water). The product is N=C1SC=C(N1)C(C(=O)NC1[C@@H]2N(C(=C(CS2)CSC2=NN=NN2C)C(=O)[O-])C1=O)=NO.[Na+] (sodium 7-[2-(2-imino-4-thiazolin-4-yl)-2-hydroxyimino-acetamido]-3-(1-methyl-1H-tetrazol-5-yl)thiomethyl-3-cephem-4-carboxylate). RXN SMILES: Br.[NH:2]=[C:3]1[NH:7][C:6]([C:8](=[N:32][OH:33])[C:9]([NH:11][CH:12]2[C:30](=[O:31])[N:14]3[C:15]([C:27]([OH:29])=[O:28])=[C:16]([CH2:19][S:20][C:21]4[N:25]([CH3:26])[N:24]=[N:23][N:22]=4)[CH2:17][S:18][C@H:13]23)=[O:10])=[CH:5][S:4]1.C(=O)([O-])O.[Na+:38]>O>[NH:2]=[C:3]1[NH:7][C:6]([C:8](=[N:32][OH:33])[C:9]([NH:11][CH:12]2[C:30](=[O:31])[N:14]3[C:15]([C:27]([O-:29])=[O:28])=[C:16]([CH2:19][S:20][C:21]4[N:25]([CH3:26])[N:24]=[N:23][N:22]=4)[CH2:17][S:18][C@H:13]23)=[O:10])=[CH:5][S:4]1.[Na+:38] |f:0.1,2.3,5.6|. Procedure details: In a solution of 0.168 g of sodium hydrogen carbonate in 4 ml of water was dissolved 0.578 g of 7-[2-(2-imino-4-thiazolin-4-yl)-2-hydroxyimino-acetamido]-3-(1-methyl-1H-tetrazol-5-yl)thiomethyl-3-cephem-4-carboxylic acid hydrobromide. The solution was subjected to column chromatography on dextran gel (Sephadex LH-20, Pharmacia), development being carried out with water. The fractions including the desired product were pooled and lyophilized. By the above procedure there was obtained 0.267 g of t... The reactants are COc1ccc(Nc2nc(C(=O)O)c(C)s2)cc1OC, O=C(Cl)c1ccc(Cl)cc1Cl, ClCCl, O. Product: COc1ccc(N(C(=O)c2ccc(Cl)cc2Cl)c2nc(C(=O)O)c(C)s2)cc1OC. As a reaction SMILES: [CH3:1][O:2][c:3]1[cH:4][c:5]([NH:11][c:12]2[s:13][c:14]([CH3:20])[c:15]([C:17](=[O:18])[OH:19])[n:16]2)[cH:6][cH:7][c:8]1[O:9][CH3:10].[Cl:21][c:22]1[c:23]([C:24](=[O:25])[Cl:26])[cH:27][cH:28][c:29]([Cl:31])[cH:30]1.[Cl:33][CH2:34][Cl:35].[OH2:32]>>[CH3:1][O:2][c:3]1[cH:4][c:5]([N:11]([c:12]2[s:13][c:14]([CH3:20])[c:15]([C:17](=[O:18])[OH:19])[n:16]2)[C:24]([c:23]2[c:22]([Cl:21])[cH:30][c:29]([Cl:31])[cH:28][cH:27]2)=[O:25])[cH:6][cH:7][c:8]1[O:9][CH3:10].